This data is from the Open Reaction Database (ORD), a public repository of structured organic reaction records. The task is: describe an organic reaction: reactants, conditions, products, and yield Starting materials: C(C)C=1C(N(CC1C)C(=O)NCC1CCOC2=CC(=C(C=C12)S(=O)(=O)NC(=S)NC)OCC)=O (4-((3-ethyl-4-methyl-2-oxo-3-pyrroline-1-carboxamido) methyl)-6-(methylaminothiocarbonylaminosulfonyl)-7-ethoxychroman), OO (hydrogen peroxide). Product: C(C)C=1C(N(CC1C)C(=O)NCC1CCOC2=CC(=C(C=C12)S(=O)(=O)NC(=O)NC)OCC)=O (4-((3-Ethyl-4-methyl-2-oxo-3-pyrroline-1-carboxamido) methyl)-6-(methylaminocarbonylaminosulfonyl)-7-ethoxychroman). RXN SMILES: [CH2:1]([C:3]1[C:4](=[O:34])[N:5]([C:9]([NH:11][CH2:12][CH:13]2[C:22]3[C:17](=[CH:18][C:19]([O:31][CH2:32][CH3:33])=[C:20]([S:23]([NH:26][C:27]([NH:29][CH3:30])=S)(=[O:25])=[O:24])[CH:21]=3)[O:16][CH2:15][CH2:14]2)=[O:10])[CH2:6][C:7]=1[CH3:8])[CH3:2].[OH:35]O>>[CH2:1]([C:3]1[C:4](=[O:34])[N:5]([C:9]([NH:11][CH2:12][CH:13]2[C:22]3[C:17](=[CH:18][C:19]([O:31][CH2:32][CH3:33])=[C:20]([S:23]([NH:26][C:27]([NH:29][CH3:30])=[O:35])(=[O:25])=[O:24])[CH:21]=3)[O:16][CH2:15][CH2:14]2)=[O:10])[CH2:6][C:7]=1[CH3:8])[CH3:2]. Procedure: 4-((3-Ethyl-4-methyl-2-oxo-3-pyrroline-1-carboxamido) methyl)-6-(methylaminocarbonylaminosulfonyl)-7-ethoxychroman ##STR56## 4-((3-Ethyl-4-methyl-2-oxo-3-pyrroline-1-carboxamido) methyl)-6-(methylaminocarbonylaminosulfonyl)-7-ethoxychroman is prepared analogously to Example 18 by oxidation of 4-((3-ethyl-4-methyl-2-oxo-3-pyrroline-1-carboxamido) methyl)-6-(methylaminothiocarbonylaminosulfonyl)-7-ethoxychroman using hydrogen peroxide solution. Melting point: 187°-188° C. The reactants are COC=1C=C(C=O)C=C(C1)OC (3,5-dimethoxybenzaldehyde), ice water, [N+](=O)([O-])C (nitromethane), [OH-].[Na+] (NaOH). Run in ice H2O, O (H2O), CO (MeOH), CO (methanol), O (H2O). Yields the product COC=1C=C(C=C(C1)OC)\C=C\[N+](=O)[O-] (trans-1-(3,5-Dimethoxyphenyl)-2-nitroethylene). Reaction SMILES: [CH3:1][O:2][C:3]1[CH:4]=[C:5]([CH:8]=[C:9]([O:11][CH3:12])[CH:10]=1)[CH:6]=O.[N+:13]([CH3:16])([O-:15])=[O:14].[OH-].[Na+]>O.CO>[CH3:1][O:2][C:3]1[CH:4]=[C:5](/[CH:6]=[CH:16]/[N+:13]([O-:15])=[O:14])[CH:8]=[C:9]([O:11][CH3:12])[CH:10]=1 |f:2.3|. Reported procedure: A solution of 3,5-dimethoxybenzaldehyde (34.5 g., 0.208 mole) and nitromethane (12.69 g., 0.208 mole) in 40 ml. of MeOH was cooled to 0° under N2 . A solution was prepared by dissolving NaOH (8.43 g., 0.211 mole) in 10 ml. of H2O then diluting to 20 ml. with ice-water. This solution was then added dropwise to the methanol mixture. After 15 minutes the reaction was diluted with ice-H2O and added slowly to a solution of 40 ml. concentrated HC1in 60 ml. H2O. The resulting precipitate (44 g.) was fi... Procedure details: 17.22 g of 4-ethoxy-2-oxo-3-butenoic acid prepared according to the method of L. Tietze et al. (Lutz-F. Tietze, Heinrich Meier and Edgar Voss, Synthesis 1988, 274) are dissolved in 50 ml of anhydrous ethanol, and 7.34 g of hydroxylamine hydrochloride is added thereto, and the mixture is stirred at room temperature for 4 hours. The reaction mixture is added with water and extracted with methylene chloride. The organic layer is washed with water, dried, and evaporated. The resulting residue is dis... Yield: 76.0%. As a reaction SMILES: [CH2:1]([O:3][CH:4]=[CH:5][C:6](=O)[C:7]([OH:9])=[O:8])[CH3:2].Cl.[NH2:12][OH:13].O.[CH2:15](O)[CH3:16]>>[CH2:1]([O:3][CH:4]1[O:13][N:12]=[C:6]([C:7]([O:9][CH2:15][CH3:16])=[O:8])[CH2:5]1)[CH3:2] |f:1.2|. Reaction conditions: time 4 hour. Starting materials: C(C)OC=CC(C(=O)O)=O (4-ethoxy-2-oxo-3-butenoic acid), C(C)O (ethanol), Cl.NO (hydroxylamine hydrochloride), O (water). Yields the product C(C)OC1CC(=NO1)C(=O)OCC (ethyl 5-ethoxyisoxazoline-3carboxylate). The reactants are [N+](=O)(O)[O-] (Nitric acid), ClC1=CC=C2C(CC(OC2=C1)C)=O (7-Chloro-2-methylchroman-4-one), ice, O (water). Reported procedure: 7-Chloro-2-methylchroman-4-one (4.56 g, 23.2 mmol) was dissolved in 7 ml concentrated sulfuric acid at 0°-5° C. and cooled in an acetone-ice bath. Nitric acid (1.41 ml, s.g. 1.5, 90%) in 3 ml concentrated sulfuric acid was added dropwise over 20 minutes. The resulting viscous mixture was poured into 150 ml ice and water and extracted with 200 ml ethyl acetate. The organic layer was separated, washed 4×50 ml water and then brine, dried over magnesium sulfate, and stripped to a tan solid, 5.8 g. T... RXN SMILES: [Cl:1][C:2]1[CH:11]=[C:10]2[C:5]([C:6](=[O:13])[CH2:7][CH:8]([CH3:12])[O:9]2)=[CH:4][CH:3]=1.[N+:14]([O-])([OH:16])=[O:15].O>S(=O)(=O)(O)O>[Cl:1][C:2]1[CH:11]=[C:10]2[C:5]([C:6](=[O:13])[CH2:7][CH:8]([CH3:12])[O:9]2)=[CH:4][C:3]=1[N+:14]([O-:16])=[O:15]. Product: ClC1=C(C=C2C(CC(OC2=C1)C)=O)[N+](=O)[O-] (7-Chloro-6-nitro-2-methylchroman-4-one). Run in S(O)(O)(=O)=O (sulfuric acid), S(O)(O)(=O)=O (sulfuric acid). The reactants are NC1=CC=CC=C1 (aniline), C(C(=O)Cl)(=O)Cl (oxalylchloride), FC(C1=CC(=NC=2N1N=CC2C(=O)O)C2=CC=C(C=C2)C(F)(F)F)F (7-difluoromethyl-5-(4-trifluoromethyl-phenyl)-pyrazolo[1,5-a]pyrimidine-3-carboxylic acid), N1(CCOCC1)S(=O)(=O)C=1C=C(C=CC1)N (3-(morpholine-4-sulfonyl)-phenylamine), N1=CC(=C2N1C=CC=N2)C(=O)O (pyrazolo[1,5-a]pyrimidine-3-carboxylic acid). Reagents/catalysts: CN(C1=CC=NC=C1)C (4-dimethylaminopyridine), CN(C)C=O (DMF). The solvent is C1CCOC1 (THF). Reaction conditions: temperature 0 celsius, time 3 hour. The product is N1(CCOCC1)S(=O)(=O)C=1C=C(C=CC1)NC(=O)C=1C=NN2C1N=C(C=C2C(F)F)C2=CC=C(C=C2)C(F)(F)F (7-Difluoromethyl-5-(4-trifluoromethyl-phenyl)-pyrazolo[1,5-a]pyrimidine-3-carboxylic acid[3-(morpholine-4-sulfonyl)-phenyl]-amide), product. RXN SMILES: [F:1][CH:2]([F:25])[C:3]1[N:8]2[N:9]=[CH:10][C:11]([C:12]([OH:14])=O)=[C:7]2[N:6]=[C:5]([C:15]2[CH:20]=[CH:19][C:18]([C:21]([F:24])([F:23])[F:22])=[CH:17][CH:16]=2)[CH:4]=1.[N:26]1([S:32]([C:35]2[CH:36]=[C:37]([NH2:41])[CH:38]=[CH:39][CH:40]=2)(=[O:34])=[O:33])[CH2:31][CH2:30][O:29][CH2:28][CH2:27]1.N1N2C=CC=NC2=C(C(O)=O)C=1.C(Cl)(=O)C(Cl)=O.NC1C=CC=CC=1>C1COCC1.CN(C=O)C.CN(C)C1C=CN=CC=1>[N:26]1([S:32]([C:35]2[CH:36]=[C:37]([NH:41][C:12]([C:11]3[CH:10]=[N:9][N:8]4[C:3]([CH:2]([F:25])[F:1])=[CH:4][C:5]([C:15]5[CH:20]=[CH:19][C:18]([C:21]([F:22])([F:24])[F:23])=[CH:17][CH:16]=5)=[N:6][C:7]=34)=[O:14])[CH:38]=[CH:39][CH:40]=2)(=[O:34])=[O:33])[CH2:27][CH2:28][O:29][CH2:30][CH2:31]1. Procedure: The title compound was prepared from 7-difluoromethyl-5-(4-trifluoromethyl-phenyl)-pyrazolo[1,5-a]pyrimidine-3-carboxylic acid (example C.1) and 3-(morpholine-4-sulfonyl)-phenylamine [CAS 22184-97-0; commercially available] according to general procedure II as follows: to a stirred solution of a pyrazolo[1,5-a]pyrimidine-3-carboxylic acid (1.0 mmol) in THF (4 ml) was added at room temperature DMF (2 drops), the solution was cooled to 0° C. and oxalylchloride (1.5 mmol) was added. The reaction mi... Reactants: O (water), [Na] (sodium), OC1=CC=C(C=C1)C=1OC2=C(N1)C=CC=C2 (2-(4-hydroxyphenyl)benzoxazole), BrCCOC1CC(NC(C1)(C)C)(C)C (4-(2-bromoethoxy)-2,2,6,6-tetramethylpiperidine). Solvent: C(C)O (ethanol). Product: O1C(=NC2=C1C=CC=C2)C2=CC=C(OCCOC1CC(NC(C1)(C)C)(C)C)C=C2 (4-{2-[4-(2-benzoxazolyl)phenoxy]ethoxy}-2,2,6,6-tetramethylpiperidine). Reaction SMILES: [Na].[OH:2][C:3]1[CH:8]=[CH:7][C:6]([C:9]2[O:10][C:11]3[CH:17]=[CH:16][CH:15]=[CH:14][C:12]=3[N:13]=2)=[CH:5][CH:4]=1.Br[CH2:19][CH2:20][O:21][CH:22]1[CH2:27][C:26]([CH3:29])([CH3:28])[NH:25][C:24]([CH3:31])([CH3:30])[CH2:23]1.O>C(O)C>[O:10]1[C:11]2[CH:17]=[CH:16][CH:15]=[CH:14][C:12]=2[N:13]=[C:9]1[C:6]1[CH:5]=[CH:4][C:3]([O:2][CH2:19][CH2:20][O:21][CH:22]2[CH2:23][C:24]([CH3:31])([CH3:30])[NH:25][C:26]([CH3:28])([CH3:29])[CH2:27]2)=[CH:8][CH:7]=1 |^1:0|. Procedure details: Equal molar quantities of p-hydroxybenzaldehyde and o-aminophenol in excess nitrobenzene was refluxed for five hours. The nitrobenzene was removed and the residue was washed with hot xylene. 2-(4-Hydroxyphenyl)benzoxazole was obtained by crystallization from ethanol in 64% yield (m.p. 253°). A mixture of the sodium salt of 2-(4-hydroxyphenyl)benzoxazole (0.01 mole) and 4-(2-bromoethoxy)-2,2,6,6-tetramethylpiperidine (0.01 mole) in 250 ml of ethanol was refluxed for 20 hours. The reaction mixture...